This data is from the Open Reaction Database (ORD), a public repository of structured organic reaction records. The task is: describe an organic reaction: reactants, conditions, products, and yield The reactants are COc1cc2nccc(CN3CCC(N)CC3)c2cc1OC, O=C=Nc1ccc(Cl)cc1, ClCCl. Product: COc1cc2nccc(CN3CCC(NC(=O)Nc4ccc(Cl)cc4)CC3)c2cc1OC. RXN SMILES: [CH3:1][O:2][c:3]1[cH:4][c:5]2[c:6]([CH2:15][N:16]3[CH2:17][CH2:18][CH:19]([NH2:22])[CH2:20][CH2:21]3)[cH:7][cH:8][n:9][c:10]2[cH:11][c:12]1[O:13][CH3:14].[Cl:23][c:24]1[cH:25][cH:26][c:27]([N:30]=[C:31]=[O:32])[cH:28][cH:29]1.[Cl:33][CH2:34][Cl:35]>>[CH3:1][O:2][c:3]1[cH:4][c:5]2[c:6]([CH2:15][N:16]3[CH2:17][CH2:18][CH:19]([NH:22][C:31]([NH:30][c:27]4[cH:26][cH:25][c:24]([Cl:23])[cH:29][cH:28]4)=[O:32])[CH2:20][CH2:21]3)[cH:7][cH:8][n:9][c:10]2[cH:11][c:12]1[O:13][CH3:14]. Starting materials: CC1=NC(=NC(=C1)C)S(=O)(=O)C (4,6-dimethyl-2-methylsulfonylpyrimidine), C(CO)(=O)OCC (ethyl glycolate), CN(C=O)C (N,N -dimethylformamide), C([O-])([O-])=O.[K+].[K+] (potassium carbonate). Solvent: O (water). Run at time 8 hour. Yields the product CC1=NC(=NC(=C1)C)OCC(=O)OCC (Ethyl 2-(4,6-Dimethyl-2-pyrimidinyloxy)acetate). RXN SMILES: [CH3:1][C:2]1[CH:7]=[C:6]([CH3:8])[N:5]=[C:4](S(C)(=O)=O)[N:3]=1.[C:13]([O:17][CH2:18][CH3:19])(=[O:16])[CH2:14][OH:15].CN(C)C=O.C(=O)([O-])[O-].[K+].[K+]>O>[CH3:1][C:2]1[CH:7]=[C:6]([CH3:8])[N:5]=[C:4]([O:15][CH2:14][C:13]([O:17][CH2:18][CH3:19])=[O:16])[N:3]=1 |f:3.4.5|. Procedure: A solution containing 4,6-dimethyl-2-methylsulfonylpyrimidine (10.0 g, 53.8 mmol), ethyl glycolate (5.60 g, 53.8 mmol), and 30 mL of N,N -dimethylformamide was prepared and to this was added with stirring potassium carbonate (8.0 g, 60 mmol). The mixture was allowed to stir at ambient temperature overnight. It was then poured into water and the resulting mixture was extracted 3 times with ethyl acetate. The combined organic extracts were extracted with water. The aqueous extract was saturated wi... Starting materials: [OH-].[Na+] (sodium hydroxide), O (water), CC(CC(=O)OC)(C(C=C(Cl)Cl)Cl)C (methyl 3,3-dimethyl-4,6,6-trichloro-5-hexenoate). Solvent: CO (methanol). Product: 19.5, CC1(CC(=O)OC1C=C(Cl)Cl)C (3,3-dimethyl-4-(2',2'-dichlorovinyl)-4-butanolide). The yield is 93.0%. RXN SMILES: [OH-].[Na+].O.[CH3:4][C:5]([CH3:17])([CH:11](Cl)[CH:12]=[C:13]([Cl:15])[Cl:14])[CH2:6][C:7]([O:9]C)=[O:8]>CO>[CH3:4][C:5]1([CH3:17])[CH:11]([CH:12]=[C:13]([Cl:15])[Cl:14])[O:9][C:7](=[O:8])[CH2:6]1 |f:0.1|. Procedure: To a mixed solution of 6.0 parts of sodium hydroxide, 40 parts of water and 60 parts of methanol was added dropwise under reflux 26.0 parts of methyl 3,3-dimethyl-4,6,6-trichloro-5-hexenoate and, after the dropwise addition had been completed, the mixture was further stirred under reflux for 2 hours. The reaction mixture was then treated in the same manner as Reference Example 1 to obtain 19.5 parts of 3,3-dimethyl-4-(2',2'-dichlorovinyl)-4-butanolide (yield 93%). Starting materials: 3,3, [Cl-].[Na+] (sodium chloride), C1OC23[C@]4(C)[C@@H](CC2(OCCO3)OC1)[C@@H]1CC=C3CCCC[C@@H]3C1=C(C4)OS(=O)(=O)C(F)(F)F (17,17-bis- (ethylenedioxy) -11-trifluoromethylsulfonyloxy-5,9(11)-estradiene), palladiumtetrakistriphenylphosphine, [Cl-].[Li+] (lithium chloride), C([O-])([O-])=O.[Na+].[Na+] (sodium carbonate), COC1=CC=C(C=C1)B(O)O (4-methoxyphenyl boronic acid). Run in C1(=CC=CC=C1)C (toluene), C(C)O (ethanol). Run at temperature 95 celsius, time 2 hour. The product is C1OC23[C@]4(C)[C@@H](CC2(OCCO3)OC1)[C@@H]1CC=C3CCCC[C@@H]3C1=C(C4)C4=CC=C(C=C4)OC (17,17-bis-(ethylenedioxy)11-(4-methoxyphenyl)-5,9(11)-estradiene). Reaction SMILES: [CH2:1]1[CH2:14][O:13][C:8]23[O:9][CH2:10][CH2:11][O:12][C:3]2([C@:4]2([CH2:26][C:25](OS(C(F)(F)F)(=O)=O)=[C:24]4[C@@H:15]([CH2:16][CH:17]=[C:18]5[C@@H:23]4[CH2:22][CH2:21][CH2:20][CH2:19]5)[C@@H:6]2[CH2:7]3)[CH3:5])[O:2]1.[Cl-].[Li+].C(=O)([O-])[O-].[Na+].[Na+].[CH3:43][O:44][C:45]1[CH:50]=[CH:49][C:48](B(O)O)=[CH:47][CH:46]=1.[Cl-].[Na+]>C1(C)C=CC=CC=1.C(O)C>[CH2:11]1[CH2:10][O:9][C:8]23[O:13][CH2:14][CH2:1][O:2][C:3]2([C@:4]2([CH2:26][C:25]([C:48]4[CH:49]=[CH:50][C:45]([O:44][CH3:43])=[CH:46][CH:47]=4)=[C:24]4[C@@H:15]([CH2:16][CH:17]=[C:18]5[C@@H:23]4[CH2:22][CH2:21][CH2:20][CH2:19]5)[C@@H:6]2[CH2:7]3)[CH3:5])[O:12]1 |f:1.2,3.4.5,7.8|. Reported procedure: 21.6 g (42.6 mmol) of 3,3; 17,17-bis- (ethylenedioxy) -11-trifluoromethylsulfonyloxy-5,9(11)-estradiene is disson, red in a mixture of 360 ml of toluene and 170 ml of ethanol and mixed in succession with 2.5 g of palladiumtetrakistriphenylphosphine, 3.6 g of lithium chloride, 55 ml of 2 m sodium carbonate solution and 7.2 g (46.8 mmol) of 4-methoxyphenyl boronic acid. The reaction mixture is then stirred for 2 hours at 95° C. cooled to room temperature and mixed with saturated sodium chloride so... Reactants: OCC(C(=O)N1CCC(CC1)CCOC=1C=C(C(=O)O)C=CC1)(C)C (3-{2-[1-(3-hydroxy-2,2-dimethyl-propionyl)-piperidin-4-yl]-ethoxy}-benzoic acid), NC1C2CC3(CC(CC1C3)C2)CO (4-amino-1-hydroxymethyladamantane). The product is OCC(C(=O)N1CCC(CC1)CCOC=1C=C(C(=O)NC2C3CC4CC(CC2C4)(C3)CO)C=CC1)(C)C (3-{2-[1-(3-Hydroxy-2,2-dimethyl-propionyl)-piperidin-4-yl]-ethoxy}-N-(5-hydroxymethyl-adamantan-2-yl)-benzamide). RXN SMILES: [OH:1][CH2:2][C:3]([CH3:25])([CH3:24])[C:4]([N:6]1[CH2:11][CH2:10][CH:9]([CH2:12][CH2:13][O:14][C:15]2[CH:16]=[C:17]([CH:21]=[CH:22][CH:23]=2)[C:18](O)=[O:19])[CH2:8][CH2:7]1)=[O:5].[NH2:26][CH:27]1[CH:34]2[CH2:35][C:30]3([CH2:37][OH:38])[CH2:31][CH:32]([CH2:36][CH:28]1[CH2:29]3)[CH2:33]2>>[OH:1][CH2:2][C:3]([CH3:25])([CH3:24])[C:4]([N:6]1[CH2:11][CH2:10][CH:9]([CH2:12][CH2:13][O:14][C:15]2[CH:16]=[C:17]([CH:21]=[CH:22][CH:23]=2)[C:18]([NH:26][CH:27]2[CH:28]3[CH2:36][CH:32]4[CH2:31][C:30]([CH2:37][OH:38])([CH2:35][CH:34]2[CH2:33]4)[CH2:29]3)=[O:19])[CH2:8][CH2:7]1)=[O:5]. Procedure details: Prepared from 3-{2-[1-(3-hydroxy-2,2-dimethyl-propionyl)-piperidin-4-yl]-ethoxy}-benzoic acid and 4-amino-1-hydroxymethyladamantane to give the title compound as a mixture of two isomers. 1H NMR (400 MHz, CDCl3) δ: 7.31-7.38 (m, 2H), 7.24-7.29 (m, 1H), 7.02 (d, 1H), 6.31-6.43 (m, 1H), 4.33-4.45 (m, 2H), 4.17-4.24 (m, 1H), 4.07 (t, 2H), 3.49 (s, 2H), 3.26 (d, 2H), 2.74-2.87 (m, 2H), 2.12-2.19 (m, 2H), 2.01-2.05 (m, 1H), 1.42-1.93 (m, 15H), 1.27 (s, 6H), 1.14-1.23 (m, 2H). The reactants are CC(=O)Cl, O=C(O)c1ccc(O)cc1, c1ccccc1. As a reaction SMILES: [CH3:11][C:12]([Cl:13])=[O:14].[OH:1][C:2](=[O:3])[c:4]1[cH:5][cH:6][c:7]([OH:8])[cH:9][cH:10]1.[cH:15]1[cH:16][cH:17][cH:18][cH:19][cH:20]1>>[OH:1][C:2](=[O:3])[c:4]1[cH:5][cH:6][c:7]([O:8][C:12]([CH3:11])=[O:14])[cH:9][cH:10]1. Product: CC(=O)Oc1ccc(C(=O)O)cc1. Reactants: BrC1=CC=C(C#N)C=C1 (4-Bromobenzonitrile), CC(C#C)(C)O (3-methyl-1-butyne-3-ol). Reagents/catalysts: [Cu]I (copper(I) iodide), Cl[Pd]([P](C1=CC=CC=C1)(C2=CC=CC=C2)C3=CC=CC=C3)([P](C4=CC=CC=C4)(C5=CC=CC=C5)C6=CC=CC=C6)Cl (bis(triphenylphosphine)palladium(II) chloride), C1(=CC=CC=C1)P(C1=CC=CC=C1)C1=CC=CC=C1 (triphenylphosphine). Run in C(C)N(CC)CC (triethylamine). Conditions: time 1 hour. Yields the product CC(C#CC1=CC=C(C=C1)C#N)(C)O (3-methyl-1-(4'-cyanophenyl)-1-butyne-3-ol). Isolated yield 79.6%. As a reaction SMILES: Br[C:2]1[CH:9]=[CH:8][C:5]([C:6]#[N:7])=[CH:4][CH:3]=1.[CH3:10][C:11]([OH:15])([CH3:14])[C:12]#[CH:13]>C(N(CC)CC)C.Cl[Pd](Cl)([P](C1C=CC=CC=1)(C1C=CC=CC=1)C1C=CC=CC=1)[P](C1C=CC=CC=1)(C1C=CC=CC=1)C1C=CC=CC=1.[Cu]I.C1(P(C2C=CC=CC=2)C2C=CC=CC=2)C=CC=CC=1>[CH3:10][C:11]([OH:15])([CH3:14])[C:12]#[C:13][C:2]1[CH:9]=[CH:8][C:5]([C:6]#[N:7])=[CH:4][CH:3]=1 |^1:25,44|. Procedure: 4-Bromobenzonitrile (30 g), 3-methyl-1-butyne-3-ol (13.4 g), triphenylphosphine (0.7 g) and bis(triphenylphosphine)palladium(II) chloride (0.3 g) were dissolved in triethylamine (140 ml) under nitrogen atmosphere, and then copper(I) iodide (0.1 g) was added thereto. After stirring at room temperature for 1 hour, the reaction mixture was further stirred at 90° C. for 5 hours. The resulting precipitated crystals were filtered, and then triethylamine was distilled off therefrom, followed by extract...